Dataset: the Open Reaction Database (ORD), a public repository of structured organic reaction records. Task: describe an organic reaction: reactants, conditions, products, and yield Starting materials: C1(C=CCCC1)O (2-cyclohexen-1-ol), N1C=NC=C1 (imidazole), C(C)(C)(C)[Si](C1=CC=CC=C1)(C1=CC=CC=C1)Cl (tert-butylchlorodiphenylsilane). Solvent: CN(C=O)C (N,N-dimethylformamide). Yields the product [Si](C1=CC=CC=C1)(C1=CC=CC=C1)(C(C)(C)C)OC1C=CCCC1 (3-(tert-butyldiphenylsilyloxy)cyclohexene). As a reaction SMILES: [CH:1]1([OH:7])[CH2:6][CH2:5][CH2:4][CH:3]=[CH:2]1.N1C=CN=C1.[C:13]([Si:17](Cl)([C:24]1[CH:29]=[CH:28][CH:27]=[CH:26][CH:25]=1)[C:18]1[CH:23]=[CH:22][CH:21]=[CH:20][CH:19]=1)([CH3:16])([CH3:15])[CH3:14]>CN(C)C=O>[Si:17]([O:7][CH:1]1[CH2:6][CH2:5][CH2:4][CH:3]=[CH:2]1)([C:13]([CH3:16])([CH3:15])[CH3:14])([C:24]1[CH:25]=[CH:26][CH:27]=[CH:28][CH:29]=1)[C:18]1[CH:23]=[CH:22][CH:21]=[CH:20][CH:19]=1. Reported procedure: A solution of 5.0 g of 2-cyclohexen-1-ol, 7.6 g of imidazole and 14.6 ml of tert-butylchlorodiphenylsilane in 100 ml of N,N-dimethylformamide was stirred at room temperature for 16 hrs. The mixture was then partitioned between 100 ml of saturated brine and 250 ml of ether. The layers were separated and the organic layer was washed with 100 ml of water and dried over magnesium sulfate and the solvent was evaporated in vacuo to give 3-(tert-butyldiphenylsilyloxy)cyclohexene as a viscous oil which ... Starting materials: [BH3-]C#N, CCOC(=O)C1CCCC1=O, CC(=O)O, CCO, NCc1ccccc1, [Na+]. Product: CCOC(=O)C1CCCC1NCc1ccccc1. As a reaction SMILES: [C:20]([BH3-:21])#[N:22].[CH2:1]([CH3:2])[O:3][C:4](=[O:5])[CH:6]1[C:7](=[O:11])[CH2:8][CH2:9][CH2:10]1.[CH3:24][C:25](=[O:26])[OH:27].[CH3:28][CH2:29][OH:30].[NH2:12][CH2:13][c:14]1[cH:15][cH:16][cH:17][cH:18][cH:19]1.[Na+:23]>>[CH2:1]([CH3:2])[O:3][C:4](=[O:5])[CH:6]1[CH:7]([NH:12][CH2:13][c:14]2[cH:15][cH:16][cH:17][cH:18][cH:19]2)[CH2:8][CH2:9][CH2:10]1. The reactants are C(C1=CC=CC=C1)(C1=CC=CC=C1)(C1=CC=CC=C1)NC=1SC=C(N1)C(C(=O)NC1[C@@H]2N(C(=C(CS2)CSC2=NN=NN2C)C(=O)O)C1=O)=NOC (7-[{2-(2-tritylamino-4-thiazolyl)-2-methoxyiminoacetyl}amino]-3-[(1-methyl-tetrazol-5-yl)-thiomethyl]-ceph-3-eme-4-carboxylic acid), C(=O)O (formic acid). Solvent: O (water). Reaction conditions: time 15 minute. The product is CN1N=NN=C1SCC=1CS[C@H]2N(C1C(=O)O)C(C2)=O (3-[(1-methyl-tetrazol-5-yl)-thiomethyl]-ceph-3-eme-4-carboxylic acid). RXN SMILES: C(NC1SC=C(C(=NOC)C(N[CH:30]2[C:48](=[O:49])[N:32]3[C:33]([C:45]([OH:47])=[O:46])=[C:34]([CH2:37][S:38][C:39]4[N:43]([CH3:44])[N:42]=[N:41][N:40]=4)[CH2:35][S:36][C@H:31]23)=O)N=1)(C1C=CC=CC=1)(C1C=CC=CC=1)C1C=CC=CC=1.C(O)=O>O>[CH3:44][N:43]1[C:39]([S:38][CH2:37][C:34]2[CH2:35][S:36][C@@H:31]3[CH2:30][C:48](=[O:49])[N:32]3[C:33]=2[C:45]([OH:47])=[O:46])=[N:40][N:41]=[N:42]1. Reported procedure: A mixture of 1.4 g of the product of Example 3 and 5 ml of 50% aqueous formic acid was held on a water bath at 55° C. for 15 minutes and then 5 ml of water were added. The mixture was cooled and vacuum filtered and the filtrate was concentrated after the addition of 5 ml of ethanol. The residue was taken up in 5 ml of ethanol and the mixture was triturated and was vacuum filtered. The product was washed with ethanol and then ether, was vacuum filtered, dried and washed to obtain 0.557 g of pure ...